This data is from the Open Reaction Database (ORD), a public repository of structured organic reaction records. The task is: describe an organic reaction: reactants, conditions, products, and yield Reactants: [N+](=O)([O-])C1=CC=C(C=C1)OC(\C=C\C=C(C1=CC(=CC=C1)C(F)(F)F)C1=CC(=CC=C1)C(F)(F)F)=O ((E)-5,5-bis[3-(trifluoromethyl)phenyl]-2,4-pentadienoic acid 4-nitrophenyl ester), N1=CC(=CC=C1)CCCCN (3-pyridinebutanamine). Run in O1CCCC1 (tetrahydrofuran). The product is FC(C=1C=C(C=CC1)C(=C/C=C/C(=O)NCCCCC=1C=NC=CC1)C1=CC(=CC=C1)C(F)(F)F)(F)F ((E)-5,5-bis[3-(trifluoromethyl)phenyl]-N-[4-(3-pyridinyl)butyl]-2,4-pentadienamide). Yield: 65.2%. RXN SMILES: [N+](C1C=CC(O[C:11](=[O:36])/[CH:12]=[CH:13]/[CH:14]=[C:15]([C:26]2[CH:31]=[CH:30][CH:29]=[C:28]([C:32]([F:35])([F:34])[F:33])[CH:27]=2)[C:16]2[CH:21]=[CH:20][CH:19]=[C:18]([C:22]([F:25])([F:24])[F:23])[CH:17]=2)=CC=1)([O-])=O.[N:37]1[CH:42]=[CH:41][CH:40]=[C:39]([CH2:43][CH2:44][CH2:45][CH2:46][NH2:47])[CH:38]=1>O1CCCC1>[F:24][C:22]([F:25])([F:23])[C:18]1[CH:17]=[C:16]([C:15]([C:26]2[CH:31]=[CH:30][CH:29]=[C:28]([C:32]([F:33])([F:35])[F:34])[CH:27]=2)=[CH:14]/[CH:13]=[CH:12]/[C:11]([NH:47][CH2:46][CH2:45][CH2:44][CH2:43][C:39]2[CH:38]=[N:37][CH:42]=[CH:41][CH:40]=2)=[O:36])[CH:21]=[CH:20][CH:19]=1. Procedure details: As in Example 134, a solution of (E)-5,5-bis[3-(trifluoromethyl)phenyl]-2,4-pentadienoic acid 4-nitrophenyl ester (4.8 g) and 3-pyridinebutanamine (1.5 g) in tetrahydrofuran (20 mL) was stirred for 2 hours at room temperature and was then worked up in the usual manner. The crude product was purified by HPLC (ethyl acetate) and then crystallized from ether-hexane to afford 3.2 g of (E)-5,5-bis[3-(trifluoromethyl)phenyl]-N-[4-(3-pyridinyl)butyl]-2,4-pentadienamide mp 89°-90° C. Anal Calculated for... The reactants are [Br-], C=CCC1(C)CC(c2cccc(Cl)c2)C(c2ccc(Cl)cc2)N(C(CC)CCCC=O)C1=O, C1CCOC1, C[Mg+], Cc1ccccc1. Yields the product C=CCC1(C)CC(c2cccc(Cl)c2)C(c2ccc(Cl)cc2)N(C(CC)CCCC(C)O)C1=O. As a reaction SMILES: [Br-:34].[CH2:1]([CH:2]=[CH2:3])[C:4]1([CH3:33])[C:5](=[O:32])[N:6]([CH:24]([CH2:25][CH2:26][CH2:27][CH:28]=[O:29])[CH2:30][CH3:31])[CH:7]([c:17]2[cH:18][cH:19][c:20]([Cl:23])[cH:21][cH:22]2)[CH:8]([c:10]2[cH:11][c:12]([Cl:16])[cH:13][cH:14][cH:15]2)[CH2:9]1.[CH2:37]1[O:38][CH2:39][CH2:40][CH2:41]1.[CH3:35][Mg+:36].[CH3:42][c:43]1[cH:44][cH:45][cH:46][cH:47][cH:48]1>>[CH2:1]([CH:2]=[CH2:3])[C:4]1([CH3:33])[C:5](=[O:32])[N:6]([CH:24]([CH2:25][CH2:26][CH2:27][CH:28]([OH:29])[CH3:35])[CH2:30][CH3:31])[CH:7]([c:17]2[cH:18][cH:19][c:20]([Cl:23])[cH:21][cH:22]2)[CH:8]([c:10]2[cH:11][c:12]([Cl:16])[cH:13][cH:14][cH:15]2)[CH2:9]1. Reactants: CC(C)CCON=O, CCSSCC, CC#N, Nc1ccc(I)c(Cl)c1. The product is CCSc1ccc(I)c(Cl)c1. As a reaction SMILES: [CH2:10]([O:11][N:12]=[O:13])[CH2:14][CH:15]([CH3:16])[CH3:17].[CH2:18]([CH3:19])[S:20][S:21][CH2:22][CH3:23].[CH3:24][C:25]#[N:26].[Cl:1][c:2]1[cH:3][c:4]([NH2:5])[cH:6][cH:7][c:8]1[I:9]>>[Cl:1][c:2]1[cH:3][c:4]([S:20][CH2:18][CH3:19])[cH:6][cH:7][c:8]1[I:9]. Reactants: BrC1=CC=C(CO)C=C1 (4-bromobenzyl alcohol), C(\C=C\C)(=O)OC (methyl crotonate). Product: COC(\C=C(/C)\C1=CC=C(C=C1)CO)=O ((E)-3-(4-hydroxymethylphenyl)but-2-enoic acid methyl ester). Reaction SMILES: Br[C:2]1[CH:9]=[CH:8][C:5]([CH2:6][OH:7])=[CH:4][CH:3]=1.[C:10]([O:15][CH3:16])(=[O:14])/[CH:11]=[CH:12]/[CH3:13]>>[CH3:16][O:15][C:10](=[O:14])/[CH:11]=[C:12](/[C:2]1[CH:9]=[CH:8][C:5]([CH2:6][OH:7])=[CH:4][CH:3]=1)\[CH3:13]. Procedure: For the above synthesis, (E)-3-{4-[3-(4-nitrophenyl)-2H-oxo-2-pyridin-1-yl]phenyl}but-2-enoic acid methyl ester was prepared from P3 and (E)-3-(4-methanesulfonyloxymethylphenyl)but-2-enoic acid methyl ester by the method of Preparation 7, and (E)-3-(4-methanesulfonyloxymethylphenyl)but-2-enoic acid methyl ester was prepared from (E)-3-(4-hydroxymethylphenyl)but-2-enoic acid methyl ester and methanesulfonyl chloride analogously to the method of Preparation 6 (in this case mostly the mesylate was ... Starting materials: C(CCCC)(=O)OCC1=CC=CC(=C1)N(C)C (5-(dimethylamino)benzyl pentanoate), C(C)(=O)OCC (ethyl acetate). The reagents and catalysts are [Pd] (palladium on carbon), [Pd] (palladium on carbon). Product: CN(CCCCC(=O)O)C (5-(Dimethylamino)Pentanoic Acid). Isolated yield 60.4%. As a reaction SMILES: C(OCC1C=[C:13]([N:15]([CH3:17])[CH3:16])[CH:12]=[CH:11]C=1)(=O)CCCC.[C:18]([O:21]CC)(=[O:20])[CH3:19]>[Pd]>[CH3:16][N:15]([CH3:17])[CH2:13][CH2:12][CH2:11][CH2:19][C:18]([OH:21])=[O:20]. Procedure: To a solution of 5-(dimethylamino)benzyl pentanoate (0.79 g, 33.6 mmol) in anhydrous ethyl acetate (20 mL) under nitrogen at room temperature was added 10% palladium on carbon (250 mg). The solution was stirred vigorously under a hydrogen atmosphere. After 16 hours additional palladium on carbon (100 mg) was added to encourage the reaction, and at 24 hours hydrogen gas was bubbled through the solution. At 40 hours the solution was filtered through celite and concentrated in vacuo to dryness to a...